From a dataset of the Open Reaction Database (ORD), a public repository of structured organic reaction records. describe an organic reaction: reactants, conditions, products, and yield Reactants: CON=C(C#N)C1=CCCN(C)C1, CC(Cl)OC(=O)Cl, ClCCl. Product: CON=C(C#N)C1=CCCNC1. RXN SMILES: [CH3:1][O:2][N:3]=[C:4]([C:5]#[N:6])[C:7]1=[CH:12][CH2:11][CH2:10][N:9]([CH3:13])[CH2:8]1.[Cl:14][C:15]([O:16][CH:17]([Cl:18])[CH3:19])=[O:20].[Cl:21][CH2:22][Cl:23]>>[CH3:1][O:2][N:3]=[C:4]([C:5]#[N:6])[C:7]1=[CH:12][CH2:11][CH2:10][NH:9][CH2:8]1.